Dataset: the Open Reaction Database (ORD), a public repository of structured organic reaction records. Task: describe an organic reaction: reactants, conditions, products, and yield Reactants: NC1(C2=CC(=CC=C2OC=2C=NC(=CC21)Cl)Br)CO ((5-amino-7-bromo-3-chloro-5H-chromeno[2,3-c]pyridin-5-yl)methanol), BrCC#N (bromoacetonitrile), aq. solution, [OH-].[Na+] (NaOH). The reagents and catalysts are S(=O)(=O)(O)[O-].C(CCC)[N+](CCCC)(CCCC)CCCC (tetrabutylammonium hydrogen sulfate). Run in C1CCOC1 (THF). Reaction conditions: time 5 minute. Yields the product NC1(C2=CC(=CC=C2OC=2C=NC(=CC21)Cl)Br)COCC#N (2-((5-amino-7-bromo-3-chloro-5H-chromeno[2,3-c]pyridin-5-yl)methoxy)acetonitrile). RXN SMILES: [NH2:1][C:2]1([CH2:18][OH:19])[C:15]2[CH:14]=[C:13]([Cl:16])[N:12]=[CH:11][C:10]=2[O:9][C:8]2[C:3]1=[CH:4][C:5]([Br:17])=[CH:6][CH:7]=2.Br[CH2:21][C:22]#[N:23].[OH-].[Na+]>S([O-])(O)(=O)=O.C([N+](CCCC)(CCCC)CCCC)CCC.C1COCC1>[NH2:1][C:2]1([CH2:18][O:19][CH2:21][C:22]#[N:23])[C:15]2[CH:14]=[C:13]([Cl:16])[N:12]=[CH:11][C:10]=2[O:9][C:8]2[C:3]1=[CH:4][C:5]([Br:17])=[CH:6][CH:7]=2 |f:2.3,4.5|. Procedure details: A 4-neck 3000-mL RBF with a mechanical stirrer was charged with (5-amino-7-bromo-3-chloro-5H-chromeno[2,3-c]pyridin-5-yl)methanol (29.43 g, 86 mmol), tetrabutylammonium hydrogen sulfate (5.85 g, 17.23 mmol), THF (431 mL), and bromoacetonitrile (30.0 mL, 431 mmol) to give a clear, brown solution. The resulting solution was stirred vigorously for 5 min, then a 2N aq. solution of NaOH (431 mL, 862 mmol) was added in one portion. The mixture was stirred overnight and concentrated under vacuum. The r... Starting materials: CSc1sc(C(=N)NC(=O)OC(C)(C)C)cc1S(=O)(=O)c1cccc(-c2c(C)cccc2N)c1, C1CCOC1, COC(=O)CCCCC(=O)Cl, CCOC(C)=O. Product: COC(=O)CCCCC(=O)Nc1cccc(C)c1-c1cccc(S(=O)(=O)c2cc(C(=N)NC(=O)OC(C)(C)C)sc2SC)c1. Reaction SMILES: [C:1]([CH3:2])([CH3:3])([CH3:4])[O:5][C:6]([NH:7][C:8](=[NH:9])[c:10]1[s:11][c:12]([S:32][CH3:33])[c:13]([S:15](=[O:16])(=[O:17])[c:18]2[cH:19][c:20](-[c:24]3[c:25]([NH2:31])[cH:26][cH:27][cH:28][c:29]3[CH3:30])[cH:21][cH:22][cH:23]2)[cH:14]1)=[O:34].[CH2:35]1[O:36][CH2:37][CH2:38][CH2:39]1.[CH3:40][O:41][C:42]([CH2:43][CH2:44][CH2:45][CH2:46][C:47](=[O:48])[Cl:49])=[O:50].[CH3:51][CH2:52][O:53][C:54]([CH3:55])=[O:56]>>[C:1]([CH3:2])([CH3:3])([CH3:4])[O:5][C:6]([NH:7][C:8](=[NH:9])[c:10]1[s:11][c:12]([S:32][CH3:33])[c:13]([S:15](=[O:16])(=[O:17])[c:18]2[cH:19][c:20](-[c:24]3[c:25]([NH:31][C:47]([CH2:46][CH2:45][CH2:44][CH2:43][C:42]([O:41][CH3:40])=[O:50])=[O:48])[cH:26][cH:27][cH:28][c:29]3[CH3:30])[cH:21][cH:22][cH:23]2)[cH:14]1)=[O:34]. Product: CC1C(C(CC=C1)(C)C)C1=NC=NC=C1 (4-(2,6,6-trimethyl-cyclohex-3-enyl)-pyrimidine). RXN SMILES: [CH3:1][CH:2]1[CH:7]=[CH:6][CH2:5][C:4]([CH3:9])([CH3:8])[CH:3]1[C:10](=O)[CH3:11].[C:13](O)(=O)C.[CH:17]([NH2:19])=[NH:18]>C(O)CCC>[CH3:1][CH:2]1[CH:7]=[CH:6][CH2:5][C:4]([CH3:9])([CH3:8])[CH:3]1[C:10]1[CH:11]=[CH:13][N:19]=[CH:17][N:18]=1 |f:1.2|. Reactants: CC1C(C(CC=C1)(C)C)C(C)=O (1-(2,6,6-trimethyl-cyclohex-3-enyl)-ethanone), C(C)(=O)O.C(=N)N (formamidine acetate). Solvent: C(CCC)O (butanol). Procedure: A 100 mL reaction flask is charged with 1-(2,6,6-trimethyl-cyclohex-3-enyl)-ethanone (10 g, 0.06 mol, commercially available at IFF), formamidine acetate (31 g, 0.3 mol), and butanol (50 mL). The reaction mixture is heated to 130° C. and stirred for 24 hours. The crude mass is washed once with aqueous sulfuric acid (10%, 100 mL) followed by twice with brine (30 mL). Butanol is recovered by roto-evaporation. The crude product is further purified with liquid chromatography (Biotage® system) and th... Conditions: temperature 130 celsius, time 24 hour. The reactants are BrC(=C1CCN(CC1)C(=O)OC(C)(C)C)C1=CC(=CC=C1)OC1=NC=C(C=C1)C(F)(F)F (tert-butyl 4-(bromo(3-(5-(trifluoromethyl)pyridin-2-yloxy)phenyl)methylene)piperidine-1-carboxylate), CB(O)O (methyl boronic acid), C([O-])([O-])=O.[K+].[K+] (potassium carbonate). Reagents/catalysts: C1=CC=C(C=C1)P([C-]2C=CC=C2)C3=CC=CC=C3.C1=CC=C(C=C1)P([C-]2C=CC=C2)C3=CC=CC=C3.Cl[Pd]Cl.[Fe+2] (dichloro[1,1′-bis(diphenylphosphino)ferrocene]palladium(II)), [Ag]=O (silver oxide). Run in C1(=CC=CC=C1)C (toluene). Reaction conditions: temperature 85 celsius. Yields the product FC(C=1C=CC(=NC1)OC=1C=C(C=CC1)C(C)=C1CCN(CC1)C(=O)OC(C)(C)C)(F)F (tert-Butyl 4-(1-(3-(5-(trifluoromethyl)pyridin-2-yloxy)phenyl)ethylidene)piperidine-1-carboxylate). Isolated yield 79.3%. Reaction SMILES: Br[C:2]([C:16]1[CH:21]=[CH:20][CH:19]=[C:18]([O:22][C:23]2[CH:28]=[CH:27][C:26]([C:29]([F:32])([F:31])[F:30])=[CH:25][N:24]=2)[CH:17]=1)=[C:3]1[CH2:8][CH2:7][N:6]([C:9]([O:11][C:12]([CH3:15])([CH3:14])[CH3:13])=[O:10])[CH2:5][CH2:4]1.[CH3:33]B(O)O.C(=O)([O-])[O-].[K+].[K+]>C1(C)C=CC=CC=1.C1C=CC(P(C2C=CC=CC=2)[C-]2C=CC=C2)=CC=1.C1C=CC(P(C2C=CC=CC=2)[C-]2C=CC=C2)=CC=1.Cl[Pd]Cl.[Fe+2].[Ag]=O>[F:30][C:29]([F:32])([F:31])[C:26]1[CH:27]=[CH:28][C:23]([O:22][C:18]2[CH:17]=[C:16]([C:2](=[C:3]3[CH2:8][CH2:7][N:6]([C:9]([O:11][C:12]([CH3:15])([CH3:14])[CH3:13])=[O:10])[CH2:5][CH2:4]3)[CH3:33])[CH:21]=[CH:20][CH:19]=2)=[N:24][CH:25]=1 |f:2.3.4,6.7.8.9|. Procedure details: To a solution of tert-butyl 4-(bromo(3-(5-(trifluoromethyl)pyridin-2-yloxy)phenyl)methylene)piperidine-1-carboxylate (Example 71, step 2) (420 mg, 0.818 mmol) in toluene (10 mL), under N2 was added methyl boronic acid (54 mg, 0.900 mmol), dichloro[1,1′-bis(diphenylphosphino)ferrocene]palladium(II) (60 mg, 0.0818 mmol), potassium carbonate (226 mg, 1.64 mmol) and silver oxide (379 mg, 1.64 mmol). The reaction was heated to 85° C. overnight. The reaction was cooled down and filtered. The filtrate ...